This data is from the Open Reaction Database (ORD), a public repository of structured organic reaction records. The task is: describe an organic reaction: reactants, conditions, products, and yield Reactants: [Cl-].[NH4+] (ammonium chloride), [N-]=[N+]=[N-].[Na+] (sodium azide), CN(C=O)C (N,N-dimethylforamide), C(C)(=O)OCC (ethyl acetate), O1NCC=C1 (racemic dihydroisoxazole). Solvent: O (water). Reaction conditions: temperature 120 celsius. The product is N1=CC(=CC=C1)OC1=NOCC1 (3-(pyridin-3-yloxy)-4,5-dihydroisoxazole), N1N=NN=C1 (racemic tetrazole). As a reaction SMILES: O1[CH:5]=[CH:4][CH2:3][NH:2]1.[Cl-].[NH4+:7].[N-:8]=[N+:9]=[N-:10].[Na+].[C:12]([O:15][CH2:16][CH3:17])(=O)[CH3:13].[CH3:18][N:19](C)[CH:20]=[O:21]>O>[N:2]1[CH:3]=[CH:4][CH:5]=[C:12]([O:15][C:16]2[CH2:17][CH2:20][O:21][N:7]=2)[CH:13]=1.[NH:8]1[CH:18]=[N:19][N:10]=[N:9]1 |f:1.2,3.4|. Procedure details: 3-(pyridin-3-yloxy)-4,5-dihydroisoxazole I-195a and I-195b were prepared according to the following procedure: racemic dihydroisoxazole I-178 (1.0 equiv) was dissolved in N,N-dimethylforamide (0.1 M with respect to isoxazole) after which ammonium chloride (3.1 equiv) and sodium azide (1.5 equiv) were added. The reaction was then heated in an oil bath to 120° C. for 4 h after which point it the reaction was transferred to a separatory funnel with excess ethyl acetate and water. The organic layer ... Starting materials: Cl (hydrochloric acid), ClC1=CC=C(OC2CCN(CC2)C(=O)C=2C=C(C(=O)OC)C=CC2)C=C1 (methyl 3-(4-(4-chlorophenoxy)piperidine-1-carbonyl)benzoate), [OH-].[Na+] (sodium hydroxide), O1CCCC1 (tetrahydrofuran). Solvent: CO (methanol). Conditions: temperature 60 celsius, time 2 hour. The product is ClC1=CC=C(OC2CCN(CC2)C(=O)C=2C=C(C(=O)O)C=CC2)C=C1 (3-(4-(4-Chlorophenoxy)piperidine-1-carbonyl)benzoic acid). Isolated yield 92.6%. Reaction SMILES: [Cl:1][C:2]1[CH:26]=[CH:25][C:5]([O:6][CH:7]2[CH2:12][CH2:11][N:10]([C:13]([C:15]3[CH:16]=[C:17]([CH:22]=[CH:23][CH:24]=3)[C:18]([O:20]C)=[O:19])=[O:14])[CH2:9][CH2:8]2)=[CH:4][CH:3]=1.[OH-].[Na+].O1CCCC1.Cl>CO>[Cl:1][C:2]1[CH:26]=[CH:25][C:5]([O:6][CH:7]2[CH2:12][CH2:11][N:10]([C:13]([C:15]3[CH:16]=[C:17]([CH:22]=[CH:23][CH:24]=3)[C:18]([OH:20])=[O:19])=[O:14])[CH2:9][CH2:8]2)=[CH:4][CH:3]=1 |f:1.2|. Reported procedure: A mixture of methyl 3-(4-(4-chlorophenoxy)piperidine-1-carbonyl)benzoate (301 mg, 0.81 mmol, Step-1), 2M sodium hydroxide aqueous solution (2 mL), tetrahydrofuran (2 mL), and methanol (2 mL) was stirred at 60° C. for 2 hours. The mixture was acidified by 2M aqueous hydrochloric acid solution and extracted with ethyl acetate (10 mL). The organic layer was dried over sodium sulfate, and concentrated under reduced pressure to give 270 mg (93% yield) of the title compound as a white solid. Starting materials: CC1=CC(=C(C#N)C#N)C=C(C(C)(C)C)O1, C1CCNCC1, CCO, O=Cc1ccc(-c2ccc(N(c3ccccc3)c3ccccc3)cc2)s1. Product: CC(C)(C)C1=CC(=C(C#N)C#N)C=C(C=Cc2ccc(-c3ccc(N(c4ccccc4)c4ccccc4)cc3)s2)O1. As a reaction SMILES: [C:1]([CH3:2])([CH3:3])([CH3:4])[C:5]1=[CH:10][C:9](=[C:11]([C:12]#[N:13])[C:14]#[N:15])[CH:8]=[C:7]([CH3:16])[O:6]1.[CH2:43]1[CH2:44][CH2:45][NH:46][CH2:47][CH2:48]1.[CH3:49][CH2:50][OH:51].[c:17]1([N:23]([c:24]2[cH:25][cH:26][c:27](-[c:30]3[cH:31][cH:32][c:33]([CH:35]=[O:36])[s:34]3)[cH:28][cH:29]2)[c:37]2[cH:38][cH:39][cH:40][cH:41][cH:42]2)[cH:18][cH:19][cH:20][cH:21][cH:22]1>>[C:1]([CH3:2])([CH3:3])([CH3:4])[C:5]1=[CH:10][C:9](=[C:11]([C:12]#[N:13])[C:14]#[N:15])[CH:8]=[C:7]([CH:16]=[CH:35][c:33]2[cH:32][cH:31][c:30](-[c:27]3[cH:26][cH:25][c:24]([N:23]([c:17]4[cH:18][cH:19][cH:20][cH:21][cH:22]4)[c:37]4[cH:38][cH:39][cH:40][cH:41][cH:42]4)[cH:29][cH:28]3)[s:34]2)[O:6]1.